Dataset: the Open Reaction Database (ORD), a public repository of structured organic reaction records. Task: describe an organic reaction: reactants, conditions, products, and yield Starting materials: ClC1=NC2=CC=CC=C2C(=N1)Cl (2,4-dichloroquinazoline), CNC (dimethylamine). The product is ClC1=NC2=CC=CC=C2C(=N1)N(C)C (2-Chloro-N,N-dimethylquinazolin-4-amine). As a reaction SMILES: [Cl:1][C:2]1[N:11]=[C:10](Cl)[C:9]2[C:4](=[CH:5][CH:6]=[CH:7][CH:8]=2)[N:3]=1.[CH3:13][NH:14][CH3:15]>>[Cl:1][C:2]1[N:11]=[C:10]([N:14]([CH3:15])[CH3:13])[C:9]2[C:4](=[CH:5][CH:6]=[CH:7][CH:8]=2)[N:3]=1. Procedure: Prepared as in Example 38 from 2,4-dichloroquinazoline and dimethylamine. 1H NMR (400 MHz, CDCl3) δ3.42 (s, 6H), 7.42-7.39 (m, 1H), 7.72-7.70 (m, 1H), 7.79-7.77 (m, 1H), 8.03-8.01 (m, 1H). MS 208 (MH+). Reactants: C(CCCCC)OC1=CC=C(C(=O)Cl)C=C1 (4-hexyloxybenzoyl chloride), CC(CCN)(C)C (3,3-dimethylbutyl amine), ethyl-3-(3-dimethylamino)-propylcarbodiimide hydrochloride, O.OC1=CC=CC=2NN=NC21 (hydroxybenzotriazole monohydrate). The solvent is C(C)(=O)OCC (ethyl acetate), CN(C=O)C (dimethylformamide). Reaction conditions: time 8 hour. Product: CC(CCNC(=O)C=1C=NC(=CC1)OCCCCCC)(C)C (N-(3,3-Dimethylbutyl)-6-(hexyloxy)-3-pyridine Carboxamide). Isolated yield 89.4%. As a reaction SMILES: [CH2:1]([O:7][C:8]1[CH:16]=[CH:15][C:11]([C:12](Cl)=[O:13])=[CH:10]C=1)[CH2:2][CH2:3][CH2:4][CH2:5][CH3:6].[CH3:17][C:18]([CH3:23])([CH3:22])[CH2:19][CH2:20][NH2:21].O.OC1C2N=N[NH:31]C=2C=CC=1>CN(C)C=O.C(OCC)(=O)C>[CH3:17][C:18]([CH3:23])([CH3:22])[CH2:19][CH2:20][NH:21][C:12]([C:11]1[CH:10]=[N:31][C:8]([O:7][CH2:1][CH2:2][CH2:3][CH2:4][CH2:5][CH3:6])=[CH:16][CH:15]=1)=[O:13] |f:2.3|. Procedure: A solution of compound 4 (223 mg, 1.0 mmol) in dimethylformamide (2.5 mL) under argon at room temperature was treated with 3,3-dimethylbutyl amine (111 mg, 1.1 mmol), ethyl-3-(3-dimethylamino)-propylcarbodiimide hydrochloride (327 mg, 1.1 mmol) and hydroxybenzotriazole monohydrate (148 mg, 1.1 mmol) and stirred overnight. The reaction mixture was diluted with ethyl acetate and washed with 10% citric acid, water, dilute sodium bicarbonate, water and brine, dried (anhydrous mnagnesium sulfate) and...